Dataset: the Open Reaction Database (ORD), a public repository of structured organic reaction records. Task: describe an organic reaction: reactants, conditions, products, and yield The reactants are C(C)(C)(C)OC(=O)N[C@H](C(=O)O)CNC(=S)N ((S)-2-(tert-Butoxycarbonylamino)-3-thioureidopropanoic acid), BrC(C=O)C=O (2-bromomalonaldehyde). Solvent: O (water), C1CCOC1 (THF), C(C)(=O)O (acetic acid). Reaction conditions: time 60 hour. The product is C(C)(C)(C)OC(=O)N[C@H](C(=O)O)CNC=1SC(=CN1)C=O ((S)-2-(tert-Butoxycarbonylamino)-3-(5-formylthiazol-2-ylamino)propanoic acid). The yield is 39.0%. Reaction SMILES: [C:1]([O:5][C:6]([NH:8][C@@H:9]([CH2:13][NH:14][C:15]([NH2:17])=[S:16])[C:10]([OH:12])=[O:11])=[O:7])([CH3:4])([CH3:3])[CH3:2].Br[CH:19]([CH:22]=O)[CH:20]=[O:21]>C1COCC1.C(O)(=O)C.O>[C:1]([O:5][C:6]([NH:8][C@@H:9]([CH2:13][NH:14][C:15]1[S:16][C:19]([CH:20]=[O:21])=[CH:22][N:17]=1)[C:10]([OH:12])=[O:11])=[O:7])([CH3:4])([CH3:2])[CH3:3]. Procedure details: To a solution of material from Example 112 (3.21 g, 12.19 mmol) in a mixture of THF (107 mL) and acetic acid (29 mL) is added 2-bromomalonaldehyde (3.29 g, 21.79 mmol). The resulting solution is stirred at room temp for 60 h. The reaction is diluted with water (71 mL) and the resulting slurry is stirred at room temp for 1.5 h. The slurry is extracted with EtOAc (3×300 mL), the organic layers combined, washed with brine (1×50 mL), dried over Na2SO4, filtered and evaporated to dryness. The resulti... The reactants are ClC=1C(=C(C(=O)N2CCN(CC2)CC2=CC=CC(=N2)NC=2SC=CN2)C=CC1)F (6-((4-(3-chloro-2-fluorobenzoyl)piperazin-1-yl)methyl)-N-thiazol-2-ylpyridin-2-amine), Cl (hydrogen chloride). The solvent is C(C)O (ethanol). Run at temperature 80 celsius, time 30 minute. Yields the product Cl.ClC=1C(=C(C(=O)N2CCN(CC2)CC2=CC=CC(=N2)NC=2SC=CN2)C=CC1)F (6-((4-(3-chloro-2-fluorobenzoyl)piperazin-1-yl)methyl)-N-thiazol-2-ylpyridin-2-amine hydrochloride). Reaction SMILES: [Cl:1][C:2]1[C:3]([F:29])=[C:4]([CH:26]=[CH:27][CH:28]=1)[C:5]([N:7]1[CH2:12][CH2:11][N:10]([CH2:13][C:14]2[N:19]=[C:18]([NH:20][C:21]3[S:22][CH:23]=[CH:24][N:25]=3)[CH:17]=[CH:16][CH:15]=2)[CH2:9][CH2:8]1)=[O:6].Cl>C(O)C>[ClH:1].[Cl:1][C:2]1[C:3]([F:29])=[C:4]([CH:26]=[CH:27][CH:28]=1)[C:5]([N:7]1[CH2:12][CH2:11][N:10]([CH2:13][C:14]2[N:19]=[C:18]([NH:20][C:21]3[S:22][CH:23]=[CH:24][N:25]=3)[CH:17]=[CH:16][CH:15]=2)[CH2:9][CH2:8]1)=[O:6] |f:3.4|. Reported procedure: 5.09 g of 6-((4-(3-chloro-2-fluorobenzoyl)piperazin-1-yl)methyl)-N-thiazol-2-ylpyridin-2-amine (Example 5) was suspended in 100 ml of ethanol, and aqueous hydrogen chloride solution (1.0 M, 11.8 ml) was added thereto at room temperature. The reaction mixture was stirred at 80° C. for 30 minutes and then cooled and evaporated. The resulting residue was dissolved in 250 ml of ethanol by heating under reflux. Then stirring and heating were stopped and the solution was cooled slowly to room temperat... The reactants are COc1ccc(C2=CC(NCCCCc3ccccc3)CCC2)cc1, CO. The product is COc1ccc(C2CCCC(NCCCCc3ccccc3)C2)cc1. RXN SMILES: [CH3:1][O:2][c:3]1[cH:4][cH:5][c:6]([C:9]2=[CH:10][CH:11]([NH:15][CH2:16][CH2:17][CH2:18][CH2:19][c:20]3[cH:21][cH:22][cH:23][cH:24][cH:25]3)[CH2:12][CH2:13][CH2:14]2)[cH:7][cH:8]1.[CH3:26][OH:27]>>[CH3:1][O:2][c:3]1[cH:4][cH:5][c:6]([CH:9]2[CH2:10][CH:11]([NH:15][CH2:16][CH2:17][CH2:18][CH2:19][c:20]3[cH:21][cH:22][cH:23][cH:24][cH:25]3)[CH2:12][CH2:13][CH2:14]2)[cH:7][cH:8]1. The reactants are Cn1c(NC(=O)OC(C)(C)C)cc(=O)n(C)c1=O, CS(C)=O, FC(F)(F)I, [Fe+2], OO, O=S(=O)(O)O, O=S(=O)([O-])[O-]. The product is Cn1c(NC(=O)OC(C)(C)C)c(C(F)(F)F)c(=O)n(C)c1=O. Reaction SMILES: [C:1]([CH3:2])([CH3:3])([CH3:4])[O:5][C:6](=[O:7])[NH:8][c:9]1[cH:10][c:11](=[O:18])[n:12]([CH3:17])[c:13](=[O:16])[n:14]1[CH3:15].[CH3:37][S:38](=[O:39])[CH3:40].[F:24][C:25]([F:26])([F:27])[I:28].[Fe+2:36].[OH:29][OH:30].[S:19](=[O:20])(=[O:21])([OH:22])[OH:23].[S:31]([O-:32])([O-:33])(=[O:34])=[O:35]>>[C:1]([CH3:2])([CH3:3])([CH3:4])[O:5][C:6](=[O:7])[NH:8][c:9]1[c:10]([C:25]([F:24])([F:26])[F:27])[c:11](=[O:18])[n:12]([CH3:17])[c:13](=[O:16])[n:14]1[CH3:15]. The reactants are N#Cc1ccccc1-c1ccc(CBr)c(F)c1, CCOC(C)=O, CCCC(=O)CC(=O)OCC, [Cl-], [H-], [NH4+], [Na+], C1CCOC1. The product is CCCC(=O)C(Cc1ccc(-c2ccccc2C#N)cc1F)C(=O)OCC. RXN SMILES: [Br:14][CH2:15][c:16]1[c:17]([F:30])[cH:18][c:19](-[c:22]2[c:23]([C:28]#[N:29])[cH:24][cH:25][cH:26][cH:27]2)[cH:20][cH:21]1.[CH3:38][CH2:39][O:40][C:41](=[O:42])[CH3:43].[CH3:3][CH2:4][CH2:5][C:6](=[O:7])[CH2:8][C:9](=[O:10])[O:11][CH2:12][CH3:13].[Cl-:31].[H-:1].[NH4+:32].[Na+:2].[O:33]1[CH2:34][CH2:35][CH2:36][CH2:37]1>>[CH3:3][CH2:4][CH2:5][C:6](=[O:7])[CH:8]([C:9](=[O:10])[O:11][CH2:12][CH3:13])[CH2:15][c:16]1[c:17]([F:30])[cH:18][c:19](-[c:22]2[c:23]([C:28]#[N:29])[cH:24][cH:25][cH:26][cH:27]2)[cH:20][cH:21]1.